Dataset: the Open Reaction Database (ORD), a public repository of structured organic reaction records. Task: describe an organic reaction: reactants, conditions, products, and yield The reactants are [BH4-], O=Cc1ccccc1, NC(CO)C(=O)O, [Na+], [Na+], [OH-]. The product is O=C(O)C(CO)NCc1ccccc1. Reaction SMILES: [BH4-:16].[CH:8](=[O:9])[c:10]1[cH:11][cH:12][cH:13][cH:14][cH:15]1.[NH2:1][CH:2]([CH2:3][OH:4])[C:5]([OH:6])=[O:7].[Na+:17].[Na+:19].[OH-:18]>>[NH:1]([CH:2]([CH2:3][OH:4])[C:5]([OH:6])=[O:7])[CH2:8][c:10]1[cH:11][cH:12][cH:13][cH:14][cH:15]1. Starting materials: CC1=C(C=NO1)C(=O)Cl (5-methyl-4-isoxazolecarboxylic acid chloride), N1CCSCC1 (thiomorpholine). The product is CC1=C(C=NO1)C(=O)N1CCSCC1 (N-(5-Methyl-4-isoxazolylcarbonyl)-thiomorpholine). As a reaction SMILES: [CH3:1][C:2]1[O:6][N:5]=[CH:4][C:3]=1[C:7](Cl)=[O:8].[NH:10]1[CH2:15][CH2:14][S:13][CH2:12][CH2:11]1>>[CH3:1][C:2]1[O:6][N:5]=[CH:4][C:3]=1[C:7]([N:10]1[CH2:15][CH2:14][S:13][CH2:12][CH2:11]1)=[O:8]. Procedure: of melting point 64.5° to 65° C., prepared from 5-methyl-4-isoxazolecarboxylic acid chloride and thiomorpholine. The reactants are O=C(O)CCBr, CC(=O)OCc1c(F)c(N)c2c(=O)cc(-c3ccc(N)c(F)c3)oc2c1F, CCN=C=NCCCN(C)C, CN(C)C=O, Cl, O. Product: CC(=O)OCc1c(F)c(N)c2c(=O)cc(-c3ccc(NC(=O)CCBr)c(F)c3)oc2c1F. As a reaction SMILES: [Br:28][CH2:29][CH2:30][C:31](=[O:32])[OH:33].[C:1]([CH3:2])(=[O:3])[O:4][CH2:5][c:6]1[c:7]([F:27])[c:8]2[c:9]([c:10](=[O:22])[cH:11][c:12](-[c:14]3[cH:15][c:16]([F:21])[c:17]([NH2:20])[cH:18][cH:19]3)[o:13]2)[c:23]([NH2:26])[c:24]1[F:25].[CH3:35][N:36]([CH3:37])[CH2:38][CH2:39][CH2:40][N:41]=[C:42]=[N:43][CH2:44][CH3:45].[CH3:47][N:48]([CH3:49])[CH:50]=[O:51].[ClH:34].[OH2:46]>>[C:1]([CH3:2])(=[O:3])[O:4][CH2:5][c:6]1[c:7]([F:27])[c:8]2[c:9]([c:10](=[O:22])[cH:11][c:12](-[c:14]3[cH:15][c:16]([F:21])[c:17]([NH:20][C:31]([CH2:30][CH2:29][Br:28])=[O:32])[cH:18][cH:19]3)[o:13]2)[c:23]([NH2:26])[c:24]1[F:25]. Reactants: [Br-], COC1C(COCc2ccccc2)C(C=O)CCC1(C)C, CCCCCCCC[P+](c1ccccc1)(c1ccccc1)c1ccccc1, CN(C)P(=O)(N(C)C)N(C)C, [Li]CCCC, C1CCOC1. The product is CCCCCCCC=CC1CCC(C)(C)C(OC)C1COCc1ccccc1. RXN SMILES: [Br-:1].[CH2:29]([c:30]1[cH:31][cH:32][cH:33][cH:34][cH:35]1)[O:36][CH2:37][CH:38]1[CH:39]([CH:48]=[O:49])[CH2:40][CH2:41][C:42]([CH3:46])([CH3:47])[CH:43]1[O:44][CH3:45].[CH2:2]([CH2:3][CH2:4][CH2:5][CH2:6][CH2:7][CH2:8][CH3:9])[P+:10]([c:11]1[cH:12][cH:13][cH:14][cH:15][cH:16]1)([c:17]1[cH:18][cH:19][cH:20][cH:21][cH:22]1)[c:23]1[cH:24][cH:25][cH:26][cH:27][cH:28]1.[CH3:55][N:56]([CH3:57])[P:58]([N:59]([CH3:60])[CH3:61])([N:62]([CH3:63])[CH3:64])=[O:65].[CH3:66][CH2:67][CH2:68][CH2:69][Li:70].[O:50]1[CH2:51][CH2:52][CH2:53][CH2:54]1>>[CH:2]([CH2:3][CH2:4][CH2:5][CH2:6][CH2:7][CH2:8][CH3:9])=[CH:48][CH:39]1[CH:38]([CH2:37][O:36][CH2:29][c:30]2[cH:31][cH:32][cH:33][cH:34][cH:35]2)[CH:43]([O:44][CH3:45])[C:42]([CH3:46])([CH3:47])[CH2:41][CH2:40]1. Starting materials: C(C)O, c12c(cccc1)cncc2. Reagents/catalysts: c1ccc(cc1)-c2c3ccccc3cc4ccccc24 (9-Phenylanthracene), CCOC(=O)C(C)S   (Et2MercapCOOEt), (Ir[dF(5CF3)ppy]2(dtbpy))PF6. The solvent is CS(=O)C (DMSO). Reaction conditions: temperature 25 celsius, time 18 hour. Yields the product CCc1nccc2ccccc12. As a reaction SMILES: [CH3:1][CH2:2]O.[cH:3]1[cH:12][c:11]([c:6]2[cH:5][cH:4]1)[cH:10][cH:9][n:8][cH:7]2>>[CH3:1][CH2:2][c:7]1[c:6]([c:11]2[cH:10][cH:9][n:8]1)[cH:5][cH:4][cH:3][cH:12]2. Starting materials: ClC=1C2=C(N=CN1)C=NC(=C2)Cl (4,6-Dichloro-pyrido[3,4-d]pyrimidine), FC=1C=C(COC2=CC=C(N)C=C2)C=CC1 (4-(3-fluorobenzyloxy)aniline). Solvent: C(C)#N (acetonitrile). The product is ClC1=CC2=C(N=CN=C2NC2=CC=C(C=C2)OCC2=CC(=CC=C2)F)C=N1 ((6-Chloropyrido[3,4-d]pyrimidin-4-yl)-(4-(3-fluorobenzyloxy)-phenyl)-amine). As a reaction SMILES: Cl[C:2]1[C:3]2[CH:11]=[C:10]([Cl:12])[N:9]=[CH:8][C:4]=2[N:5]=[CH:6][N:7]=1.[F:13][C:14]1[CH:15]=[C:16]([CH:26]=[CH:27][CH:28]=1)[CH2:17][O:18][C:19]1[CH:25]=[CH:24][C:22]([NH2:23])=[CH:21][CH:20]=1>C(#N)C>[Cl:12][C:10]1[N:9]=[CH:8][C:4]2[N:5]=[CH:6][N:7]=[C:2]([NH:23][C:22]3[CH:21]=[CH:20][C:19]([O:18][CH2:17][C:16]4[CH:26]=[CH:27][CH:28]=[C:14]([F:13])[CH:15]=4)=[CH:25][CH:24]=3)[C:3]=2[CH:11]=1. Procedure details: 4,6-Dichloro-pyrido[3,4-d]pyrimidine (1 g) and 4-(3-fluorobenzyloxy)aniline (1.08 g) in acetonitrile (70 ml) were reacted together as in Procedure A. The product was collected by filtration as a yellow solid (1.86 g); m/z 381 (M+1)+. The yield is 88.8%. Starting materials: C(C1=CC=CC=C1)N1CCNCC1 (1-benzylpiperazine), S(=O)(=O)(Cl)Cl (sulphuryl chloride). Yields the product C(C1=CC=CC=C1)N1CCN(CC1)S(=O)(=O)Cl (4-Benzyl-1-piperazinylsulphonyl chloride). Reported procedure: A solution of 1-benzylpiperazine (20.0 g, 0.114 mol) in acetonitrile (45 ml) was added to a solution of sulphuryl chloride (28 ml, 0.346 mol) in acetonitrile (50 ml) and the mixture heated under reflux for 17 hours, then cooled. The solvent was removed by evaporation under vacuum, then the residue triturated with ether (20×50 ml) to yield the title compound (27.8 g, 89%), which was used without further purification. RXN SMILES: [CH2:1]([N:8]1[CH2:13][CH2:12][NH:11][CH2:10][CH2:9]1)[C:2]1[CH:7]=[CH:6][CH:5]=[CH:4][CH:3]=1.[S:14](Cl)([Cl:17])(=[O:16])=[O:15]>C(#N)C>[CH2:1]([N:8]1[CH2:13][CH2:12][N:11]([S:14]([Cl:17])(=[O:16])=[O:15])[CH2:10][CH2:9]1)[C:2]1[CH:3]=[CH:4][CH:5]=[CH:6][CH:7]=1. Solvent: C(C)#N (acetonitrile), C(C)#N (acetonitrile). The reactants are CCOC(=O)CCc1ccc(Br)cc1, Cc1noc(-c2ccc(B3OC(C)(C)C(C)(C)O3)cc2)c1NC(=O)OC(C)c1ccccc1Cl, Cl[Pd]Cl, c1ccc(P(c2ccccc2)c2ccccc2)cc1, c1ccc(P(c2ccccc2)c2ccccc2)cc1. The product is CCOC(=O)CCc1ccc(-c2ccc(-c3onc(C)c3NC(=O)OC(C)c3ccccc3Cl)cc2)cc1. RXN SMILES: [CH2:35]([CH3:36])[O:37][C:38]([CH2:39][CH2:40][c:41]1[cH:42][cH:43][c:44]([Br:47])[cH:45][cH:46]1)=[O:48].[Cl:1][c:2]1[c:3]([CH:8]([CH3:9])[O:10][C:11]([NH:12][c:13]2[c:14]([CH3:33])[n:15][o:16][c:17]2-[c:18]2[cH:19][cH:20][c:21]([B:24]3[O:25][C:26]([CH3:27])([CH3:28])[C:29]([CH3:30])([CH3:31])[O:32]3)[cH:22][cH:23]2)=[O:34])[cH:4][cH:5][cH:6][cH:7]1.[Pd:49]([Cl:50])[Cl:51].[c:52]1([P:53]([c:54]2[cH:55][cH:56][cH:57][cH:58][cH:59]2)[c:60]2[cH:61][cH:62][cH:63][cH:64][cH:65]2)[cH:66][cH:67][cH:68][cH:69][cH:70]1.[c:71]1([P:72]([c:73]2[cH:74][cH:75][cH:76][cH:77][cH:78]2)[c:79]2[cH:80][cH:81][cH:82][cH:83][cH:84]2)[cH:85][cH:86][cH:87][cH:88][cH:89]1>>[Cl:1][c:2]1[c:3]([CH:8]([CH3:9])[O:10][C:11]([NH:12][c:13]2[c:14]([CH3:33])[n:15][o:16][c:17]2-[c:18]2[cH:19][cH:20][c:21](-[c:44]3[cH:43][cH:42][c:41]([CH2:40][CH2:39][C:38]([O:37][CH2:35][CH3:36])=[O:48])[cH:46][cH:45]3)[cH:22][cH:23]2)=[O:34])[cH:4][cH:5][cH:6][cH:7]1. Isolated yield 103.0%. The solvent is O1CCCC1 (tetrahydrofuran), C(CCC)[Li] (n-butyllithium), CCCCCC (hexane), O1CCCC1 (tetrahydrofuran). RXN SMILES: [C:1]([NH:4][C:5]1[S:6][CH:7]=[CH:8][N:9]=1)(=[O:3])[CH3:2].[C:10]1([CH2:16][C@H:17]([NH:33][C:34](=[O:40])[O:35][C:36]([CH3:39])([CH3:38])[CH3:37])[C:18]2[O:23][C:22](=[O:24])[C:21]3[CH:25]=[CH:26][CH:27]=[C:28]([C:29]([F:32])([F:31])[F:30])[C:20]=3[N:19]=2)[CH:15]=[CH:14][CH:13]=[CH:12][CH:11]=1>O1CCCC1.C([Li])CCC.CCCCCC>[O:24]=[C:22]([C:21]1[CH:25]=[CH:26][CH:27]=[C:28]([C:29]([F:31])([F:32])[F:30])[C:20]=1[NH:19][C:18]([C@@H:17]([NH:33][C:34](=[O:40])[O:35][C:36]([CH3:38])([CH3:37])[CH3:39])[CH2:16][C:10]1[CH:15]=[CH:14][CH:13]=[CH:12][CH:11]=1)=[O:23])[CH2:2][C:1](=[O:3])[NH:4][C:5]1[S:6][CH:7]=[CH:8][N:9]=1. The reactants are C(C)(=O)NC=1SC=CN1 (2-acetylaminothiazole), C1(=CC=CC=C1)C[C@@H](C1=NC2=C(C(O1)=O)C=CC=C2C(F)(F)F)NC(OC(C)(C)C)=O (1,1-dimethylethyl N-[(S) 2-phenyl-1-[4-oxo-8-(trifluoromethyl)-4H-3,1-benzoxazin-2-yl]-ethyl]-carbamate). Procedure: Using the procedure of Step B of Example 7, a solution of 9.09 g of 2-acetylaminothiazole in 280 ml of tetrahydrofuran, 91 ml of n-butyllithium in solution in hexane and 13.9 g of product of Step A in 100 ml of tetrahydrofuran were reacted to obtain 19 g of 1,1-dimethylethyl N-[(S) 1-[[2-[1,3-dioxo-3-(2-thiazolylamino)-propyl]-6-(trifluoromethyl)-phenyl]-amino-carbonyl]-2-(phenyl)-ethyl]-carbamate. The product is O=C(CC(NC=1SC=CN1)=O)C1=C(C(=CC=C1)C(F)(F)F)NC(=O)[C@H](CC1=CC=CC=C1)NC(OC(C)(C)C)=O (1,1-dimethylethyl N-[(S) 1-[[2-[1,3-dioxo-3-(2-thiazolylamino)-propyl]-6-(trifluoromethyl)-phenyl]-amino-carbonyl]-2-(phenyl)-ethyl]-carbamate).